Dataset: the Open Reaction Database (ORD), a public repository of structured organic reaction records. Task: describe an organic reaction: reactants, conditions, products, and yield As a reaction SMILES: [NH:1]([C:3]1[N:8]([CH2:9][CH:10]([CH3:12])[CH3:11])[C:7](=[O:13])[N:6]([CH3:14])[C:5](=[O:15])[CH:4]=1)[NH2:2].[S:16]1[C:20]2[CH:21]=[CH:22][CH:23]=[CH:24][C:19]=2[C:18]([CH:25]=O)=[CH:17]1.[F:27][C:28]1[CH:35]=[CH:34][CH:33]=[CH:32][C:29]=1[CH:30]=O.N1CCCCC1>CN(C=O)C>[S:16]1[C:20]2[CH:21]=[CH:22][CH:23]=[CH:24][C:19]=2[C:18]([CH2:25][N:2]2[C:30]([C:29]3[CH:32]=[CH:33][CH:34]=[CH:35][C:28]=3[F:27])=[C:4]3[C:3]([N:8]([CH2:9][CH:10]([CH3:11])[CH3:12])[C:7](=[O:13])[N:6]([CH3:14])[C:5]3=[O:15])=[N:1]2)=[CH:17]1. Starting materials: N1CCCCC1 (piperidine), N(N)C1=CC(N(C(N1CC(C)C)=O)C)=O (6-hydrazino-1-isobutyl-3-methyl-2,4(1H,3H)-pyrimidinedione), S1C=C(C2=C1C=CC=C2)C=O (1-benzothiophene-3-carbaldehyde), FC1=C(C=O)C=CC=C1 (2-fluorobenzaldehyde). Procedure: A solution of 100 mg (0.47 mmol) of 6-hydrazino-1-isobutyl-3-methyl-2,4(1H,3H)-pyrimidinedione (Example 1d) and 76.4 mg (0.47 mmol) of 1-benzothiophene-3-carbaldehyde in 5 mL DMF was stirred at ambient temperature for 3 h. Added via syringe was 100 μL (0.95 mmol) of 2-fluorobenzaldehyde and 48 μL (0.48 mmol) of piperidine. The mixture was heated at 85° C. for 20 h. Solvent was removed, and the residue was purified by HPLC (60% CH3CN-water with 0.1% TFA) to afford the title product as a white sol... Run in CN(C)C=O (DMF). Run at temperature 85 celsius. Product: S1C=C(C2=C1C=CC=C2)CN2N=C1N(C(N(C(C1=C2C2=C(C=CC=C2)F)=O)C)=O)CC(C)C (2-(1-benzothiophen-3-ylmethyl)-3-(2-fluorophenyl)-7-isobutyl-5-methyl-2H-pyrazolo[3,4-d]pyrimidine-4,6(5H,7H)-dione). Reactants: C(CCC)[Sn](Cl)(CCCC)CCCC (tributylchlorostannane), NaCl ice, C(C)(C)[Mg]Cl (isopropylmagnesium chloride), IC=1N=CN2C1C=CC(=C2)C (1-iodo-6-methyl-imidazo[1,5-a]pyridine). The solvent is C1CCOC1 (THF). Run at temperature -16 celsius, time 20 minute. The product is CC=1C=CC=2N(C1)C=NC2[Sn](CCCC)(CCCC)CCCC (6-methyl-1-tributylstannanyl-imidazo[1,5-a]pyridine). As a reaction SMILES: I[C:2]1[N:3]=[CH:4][N:5]2[CH:10]=[C:9]([CH3:11])[CH:8]=[CH:7][C:6]=12.C([Mg]Cl)(C)C.[CH2:17]([Sn:21]([CH2:27][CH2:28][CH2:29][CH3:30])([CH2:23][CH2:24][CH2:25][CH3:26])Cl)[CH2:18][CH2:19][CH3:20]>C1COCC1>[CH3:11][C:9]1[CH:8]=[CH:7][C:6]2[N:5]([CH:4]=[N:3][C:2]=2[Sn:21]([CH2:23][CH2:24][CH2:25][CH3:26])([CH2:27][CH2:28][CH2:29][CH3:30])[CH2:17][CH2:18][CH2:19][CH3:20])[CH:10]=1. Reported procedure: In a round-bottomed flask, 1-iodo-6-methyl-imidazo[1,5-a]pyridine (97 mg, 0.38 mmol) was dissolved in THF (3 ml). The solution was cooled to −16° C. (NaCl/ice bath) and isopropylmagnesium chloride (2.0M solution in THF, 0.23 ml, 0.46 mmol) was added dropwise. The reaction mixture was stirred at −16° C. for 20 min then tributylchlorostannane (0.12 ml, 0.44 mmol) was slowly added. The reaction mixture was allowed to warm to room temperature and stirred for 2 h then quenched with saturated aqueous ...